From a dataset of the Open Reaction Database (ORD), a public repository of structured organic reaction records. describe an organic reaction: reactants, conditions, products, and yield The reactants are suspension, [H-].[Na+] (sodium hydride), solution, ICCCCCCOC(C(=O)OCC)(C)C (ethyl 2-(6-iodohexyloxy)-2-methylpropionate), solution, C1(=CC=C(C=C1)C(=O)NCC(C)=O)C (1-(p-toluoylamino)-2-propanone). Run in CN(C=O)C (N,N-dimethylformamide), CN(C=O)C (N,N-dimethylformamide), CN(C=O)C (N,N-dimethylformamide). Product: C(C)(=O)C(CCCCCCOC(C(=O)OCC)(C)C)NC(=O)C1=CC=C(C=C1)C (Ethyl 2-[7-acetyl-7-(p-toluoylamino)heptyloxy]-2-methylpropionate). Yield: 73.0%. RXN SMILES: [H-].[Na+].[C:3]1([CH3:16])[CH:8]=[CH:7][C:6]([C:9]([NH:11][CH2:12][C:13](=[O:15])[CH3:14])=[O:10])=[CH:5][CH:4]=1.I[CH2:18][CH2:19][CH2:20][CH2:21][CH2:22][CH2:23][O:24][C:25]([CH3:32])([CH3:31])[C:26]([O:28][CH2:29][CH3:30])=[O:27]>CN(C)C=O>[C:13]([CH:12]([NH:11][C:9]([C:6]1[CH:5]=[CH:4][C:3]([CH3:16])=[CH:8][CH:7]=1)=[O:10])[CH2:18][CH2:19][CH2:20][CH2:21][CH2:22][CH2:23][O:24][C:25]([CH3:31])([CH3:32])[C:26]([O:28][CH2:29][CH3:30])=[O:27])(=[O:15])[CH3:14] |f:0.1|. Reported procedure: A suspension (70 ml) of 1.81 g of 60% sodium hydride in N,N-dimethylformamide was cooled to −18° C. with ice-sodium chloride bath, and 21 ml of a solution of 8.67 g of 1-(p-toluoylamino)-2-propanone in N,N-dimethylformamide was added slowly. After 1-hour-stirring, 21 ml of a solution of 14.10 g of ethyl 2-(6-iodohexyloxy)-2-methylpropionate in N,N-dimethylformamide was added dropwise slowly. The bath was removed and the mixture was stirred for additional 18 hours at room temperature. The reactio... Starting materials: BrC1=CC=2C3=C(NC2C=C1)CCN(C3)C (8-bromo-2-methyl-2,3,4,5-tetrahydro-1H-pyrido[4,3-b]indole), ClCC(=O)N1CCCCC1 (2-chloro-1-(piperidin-1-yl)ethanone), [H-].[Na+] (Sodium hydride). Run in C1CCOC1 (THF), C1CCOC1 (THF), CCCCCC (hexane). Run at time 0.5 hour. Yields the product BrC1=CC=2C3=C(N(C2C=C1)CC(=O)N1CCCCC1)CCN(C3)C (2-(8-bromo-2-methyl-3,4-dihydro-1H-pyrido[4,3-b]indol-5(2H)-yl)-1-(piperidin-1-yl)ethanone). The yield is 51.2%. Reaction SMILES: [H-].[Na+].[Br:3][C:4]1[CH:12]=[CH:11][C:10]2[NH:9][C:8]3[CH2:13][CH2:14][N:15]([CH3:17])[CH2:16][C:7]=3[C:6]=2[CH:5]=1.Cl[CH2:19][C:20]([N:22]1[CH2:27][CH2:26][CH2:25][CH2:24][CH2:23]1)=[O:21]>CCCCCC.C1COCC1>[Br:3][C:4]1[CH:12]=[CH:11][C:10]2[N:9]([CH2:19][C:20]([N:22]3[CH2:27][CH2:26][CH2:25][CH2:24][CH2:23]3)=[O:21])[C:8]3[CH2:13][CH2:14][N:15]([CH3:17])[CH2:16][C:7]=3[C:6]=2[CH:5]=1 |f:0.1|. Reported procedure: Sodium hydride (0.6 g, 15 mmol) washed with hexane for removal of oil and dried under vacuum. Then sodium hydride was taken in THF. To this solution 8-bromo-2-methyl-2,3,4,5-tetrahydro-1H-pyrido[4,3-b]indole (2 g, 7.5 mmol) in THF was added drop wise at 0° C. Then reaction mixture stirred for 0.5 h. The solution of 2-chloro-1-(piperidin-1-yl)ethanone (1.8 g, 11.3 mmol) in THF was added drop wise in reaction mixture. Then reaction mixture stirred at rt for 2 h. Reaction was monitored by TLC. Afte...